From a dataset of the Open Reaction Database (ORD), a public repository of structured organic reaction records. describe an organic reaction: reactants, conditions, products, and yield Reaction SMILES: [CH3:2][CH2:3][CH2:4][CH2:5][N+:6]([CH2:7][CH2:8][CH2:9][CH3:10])([CH2:11][CH2:12][CH2:13][CH3:14])[CH2:15][CH2:16][CH2:17][CH3:18].[CH3:47][CH2:48][O:49][C:50](=[O:51])[CH3:52].[F-:1].[O:53]1[CH2:54][CH2:55][CH2:56][CH2:57]1.[o:19]1[cH:20][c:21](-[c:24]2[cH:25][cH:26][c:27]3[c:28]([NH:41][C:42]([CH2:43][CH2:44][CH3:45])=[O:46])[n:29][n:30]([CH2:33][O:34][CH2:35][CH2:36][Si:37]([CH3:38])([CH3:39])[CH3:40])[c:31]3[cH:32]2)[cH:22][cH:23]1>>[o:19]1[cH:20][c:21](-[c:24]2[cH:25][cH:26][c:27]3[c:28]([NH:41][C:42]([CH2:43][CH2:44][CH3:45])=[O:46])[n:29][nH:30][c:31]3[cH:32]2)[cH:22][cH:23]1. Starting materials: CCCC[N+](CCCC)(CCCC)CCCC, CCOC(C)=O, [F-], C1CCOC1, CCCC(=O)Nc1nn(COCC[Si](C)(C)C)c2cc(-c3ccoc3)ccc12. Product: CCCC(=O)Nc1n[nH]c2cc(-c3ccoc3)ccc12. The reactants are OS(=O)(=O)C(F)(F)F.C(N)(OCCC1=CC=C(C=C1)OC1=CC(=C(C=C1)Cl)C(F)(F)F)=N (2-(4-{[4-chloro-3-(trifluoromethyl)phenyl]oxy}phenyl)ethyl imidocarbamate triflate), C(=O)C(C(=O)OCC)CC1=CC=CC=C1 (ethyl 2-formyl-3-phenylpropanoate), C(=O)([O-])[O-].[K+].[K+] (K2CO3). The solvent is CC(=O)N(C)C (DMA). Reaction conditions: temperature 160 celsius. Product: ClC1=C(C=C(C=C1)OC1=CC=C(C=C1)CCOC=1NC=C(C(N1)=O)CC1=CC=CC=C1)C(F)(F)F (2-{[2-(4-{[4-Chloro-3-(trifluoromethyl)phenyl]oxy}phenyl)ethyl]oxy}-5-(phenylmethyl)-4(1H)-pyrimidinone). Yield: 39.8%. RXN SMILES: OS(C(F)(F)F)(=O)=O.[C:9](=[NH:32])([O:11][CH2:12][CH2:13][C:14]1[CH:19]=[CH:18][C:17]([O:20][C:21]2[CH:26]=[CH:25][C:24]([Cl:27])=[C:23]([C:28]([F:31])([F:30])[F:29])[CH:22]=2)=[CH:16][CH:15]=1)[NH2:10].[CH:33]([CH:35]([CH2:41][C:42]1[CH:47]=[CH:46][CH:45]=[CH:44][CH:43]=1)[C:36](OCC)=O)=[O:34].C([O-])([O-])=O.[K+].[K+]>CC(N(C)C)=O>[Cl:27][C:24]1[CH:25]=[CH:26][C:21]([O:20][C:17]2[CH:16]=[CH:15][C:14]([CH2:13][CH2:12][O:11][C:9]3[NH:10][CH:36]=[C:35]([CH2:41][C:42]4[CH:47]=[CH:46][CH:45]=[CH:44][CH:43]=4)[C:33](=[O:34])[N:32]=3)=[CH:19][CH:18]=2)=[CH:22][C:23]=1[C:28]([F:31])([F:30])[F:29] |f:0.1,3.4.5|. Procedure details: The mixture of 2-(4-{[4-chloro-3-(trifluoromethyl)phenyl]oxy}phenyl)ethyl imidocarbamate triflate (120 mg, 0.236 mmol), ethyl 2-formyl-3-phenylpropanoate (122 mg, 0.591 mmol) and K2CO3 (98 mg, 0.709 mmol) in DMA (5 mL) was heated with a microwave reactor at 160° C. for 1 hour. Purification via MDAP then afforded the title compound as an off-white solid (47 mg, 39.7% yield). LCMS: rt=4.08 min, [M+H+]=501.2 The reactants are NC(N)=NC=1SC=C(N1)C1=NC(=CC=C1)C(=O)NN (2-(diaminomethyleneamino)-4-(6-hydrazinocarbonylpyridin-2-yl)thiazole), S(=O)(=O)(O)O.CSC(N)=N (2-methyl-2-thiopseudourea sulfate), C(C)(=O)OCC (ethyl acetate). Solvent: CS(=O)C (dimethylsulfoxide). Conditions: temperature 100 celsius, time 6 hour. Product: NC(N)=NC=1SC=C(N1)C1=NC(=CC=C1)C(NNC(=N)N)=O (2-(diaminomethyleneamino)-4-(6-guanidinocarbamoylpyridin-2-yl)thiazole). The yield is 81.2%. RXN SMILES: [NH2:1][C:2](=[N:4][C:5]1[S:6][CH:7]=[C:8]([C:10]2[CH:15]=[CH:14][CH:13]=[C:12]([C:16]([NH:18][NH2:19])=[O:17])[N:11]=2)[N:9]=1)[NH2:3].S(O)(O)(=O)=O.CS[C:27](=[NH:29])[NH2:28].C(OCC)(=O)C>CS(C)=O>[NH2:1][C:2](=[N:4][C:5]1[S:6][CH:7]=[C:8]([C:10]2[CH:15]=[CH:14][CH:13]=[C:12]([C:16](=[O:17])[NH:18][NH:19][C:27]([NH2:29])=[NH:28])[N:11]=2)[N:9]=1)[NH2:3] |f:1.2|. Reported procedure: A mixture of 2-(diaminomethyleneamino)-4-(6-hydrazinocarbonylpyridin-2-yl)thiazole (3.0 g) and 2-methyl-2-thiopseudourea sulfate (1.8 g) in dimethylsulfoxide (30 ml) was stirred for 6 hours at 100° C., and then the mixture was cooled to ambient temperature. To the mixture was added ethyl acetate (30 ml) under stirring. The isolated precipitate was collected by filtration and the precipitate was added to a mixture of water and ethyl acetate. The mixture was adjusted to pH 10 with 4N-sodium hydrox... Reactants: CCN=C=NCCCN(C)C, CN(C)C=O, Cl, Cc1ccc2cccc(OCc3c(Cl)ccc(N(C)C(=O)CN)c3Cl)c2n1, O, On1nnc2ccccc21, O=C(O)CCCc1ccccc1. The product is Cc1ccc2cccc(OCc3c(Cl)ccc(N(C)C(=O)CNC(=O)CCCc4ccccc4)c3Cl)c2n1. As a reaction SMILES: [CH2:41]([N:42]=[C:43]=[N:44][CH2:45][CH2:46][CH2:47][N:48]([CH3:49])[CH3:50])[CH3:51].[CH3:63][N:64]([CH3:65])[CH:66]=[O:67].[ClH:40].[NH2:1][CH2:2][C:3](=[O:4])[N:5]([CH3:6])[c:7]1[c:8]([Cl:27])[c:9]([CH2:10][O:11][c:12]2[cH:13][cH:14][cH:15][c:16]3[cH:17][cH:18][c:19]([CH3:22])[n:20][c:21]23)[c:23]([Cl:26])[cH:24][cH:25]1.[OH2:62].[OH:52][n:53]1[c:54]2[cH:55][cH:56][cH:57][cH:58][c:59]2[n:60][n:61]1.[c:28]1([CH2:34][CH2:35][CH2:36][C:37](=[O:38])[OH:39])[cH:29][cH:30][cH:31][cH:32][cH:33]1>>[NH:1]([CH2:2][C:3](=[O:4])[N:5]([CH3:6])[c:7]1[c:8]([Cl:27])[c:9]([CH2:10][O:11][c:12]2[cH:13][cH:14][cH:15][c:16]3[cH:17][cH:18][c:19]([CH3:22])[n:20][c:21]23)[c:23]([Cl:26])[cH:24][cH:25]1)[C:37]([CH2:36][CH2:35][CH2:34][c:28]1[cH:29][cH:30][cH:31][cH:32][cH:33]1)=[O:38]. Starting materials: COc1cc(C)c(Cl)cc1C(=O)O, O=S(Cl)Cl. Product: COc1cc(C)c(Cl)cc1C(=O)Cl. Reaction SMILES: [CH3:5][O:6][c:7]1[c:8]([C:9](=[O:10])[OH:11])[cH:12][c:13]([Cl:17])[c:14]([CH3:16])[cH:15]1.[S:1]([Cl:2])([Cl:3])=[O:4]>>[Cl:3][C:9]([c:8]1[c:7]([O:6][CH3:5])[cH:15][c:14]([CH3:16])[c:13]([Cl:17])[cH:12]1)=[O:10]. Reactants: BrC(Br)(Br)Br, O=C([O-])O, ClCCl, [Na+], CCOC(=O)COc1ccc(CCO)cc1C(F)(F)F, c1ccc(P(c2ccccc2)c2ccccc2)cc1. Yields the product CCOC(=O)COc1ccc(CCBr)cc1C(F)(F)F. As a reaction SMILES: [C:40]([Br:41])([Br:42])([Br:43])[Br:44].[C:45](=[O:46])([OH:47])[O-:48].[Cl:50][CH2:51][Cl:52].[Na+:49].[OH:1][CH2:2][CH2:3][c:4]1[cH:5][c:6]([C:17]([F:18])([F:19])[F:20])[c:7]([O:8][CH2:9][C:10](=[O:11])[O:12][CH2:13][CH3:14])[cH:15][cH:16]1.[c:21]1([P:22]([c:23]2[cH:24][cH:25][cH:26][cH:27][cH:28]2)[c:29]2[cH:30][cH:31][cH:32][cH:33][cH:34]2)[cH:35][cH:36][cH:37][cH:38][cH:39]1>>[CH2:2]([CH2:3][c:4]1[cH:5][c:6]([C:17]([F:18])([F:19])[F:20])[c:7]([O:8][CH2:9][C:10](=[O:11])[O:12][CH2:13][CH3:14])[cH:15][cH:16]1)[Br:41]. Reactants: COC(=O)c1ccc(C(C)C(C(=O)OCc2ccc(OC)cc2)c2cccc(Br)c2)cc1, COc1ccccc1, O=C(O)C(F)(F)F. Reaction SMILES: [Br:1][c:2]1[cH:3][c:4]([CH:8]([CH:9]([CH3:10])[c:11]2[cH:12][cH:13][c:14]([C:15](=[O:16])[O:17][CH3:18])[cH:19][cH:20]2)[C:21](=[O:22])[O:23][CH2:24][c:25]2[cH:26][cH:27][c:28]([O:29][CH3:30])[cH:31][cH:32]2)[cH:5][cH:6][cH:7]1.[CH3:33][O:34][c:35]1[cH:36][cH:37][cH:38][cH:39][cH:40]1.[OH:41][C:42]([C:43]([F:44])([F:45])[F:46])=[O:47]>>[Br:1][c:2]1[cH:3][c:4]([CH:8]([CH:9]([CH3:10])[c:11]2[cH:12][cH:13][c:14]([C:15](=[O:16])[O:17][CH3:18])[cH:19][cH:20]2)[C:21](=[O:22])[OH:23])[cH:5][cH:6][cH:7]1. Product: COC(=O)c1ccc(C(C)C(C(=O)O)c2cccc(Br)c2)cc1.